This data is from the Open Reaction Database (ORD), a public repository of structured organic reaction records. The task is: describe an organic reaction: reactants, conditions, products, and yield Reactants: C(C1=CC=CC=C1)N[C@@H]1[C@@]2(C[C@H]([C@H](C[C@@H]1F)N2CC2=CC=CC=C2)CO)C2=CC=CC=C2 ((1R*,2R*,3S*,5S*,6R*)-2-Benzylamino-8-benzyl-3-fluoro-1-phenyl-6-(hydroxymethyl)-8-azabicyclo[3.2.1]octane). Reagents/catalysts: [Pd] (Palladium on activated charcoal). The solvent is C(C)O (ethanol), C1=CCC=CC1 (1,4-cyclohexadiene). The product is N[C@@H]1[C@@]2(C[C@H]([C@H](C[C@@H]1F)N2)CO)C2=CC=CC=C2 ((1R*,2R*,3S*,5S*,6R*)-2-Amino-3-fluoro-1-phenyl-6-(hydroxymethyl)-8-azabicyclo[3.2.1]octane). Yield: 88.5%. As a reaction SMILES: C([NH:8][C@H:9]1[C@@H:15]([F:16])[CH2:14][C@@H:13]2[N:17](CC3C=CC=CC=3)[C@@:10]1([C:27]1[CH:32]=[CH:31][CH:30]=[CH:29][CH:28]=1)[CH2:11][C@H:12]2[CH2:25][OH:26])C1C=CC=CC=1>C(O)C.C1CC=CCC=1.[Pd]>[NH2:8][C@H:9]1[C@@H:15]([F:16])[CH2:14][C@@H:13]2[NH:17][C@@:10]1([C:27]1[CH:32]=[CH:31][CH:30]=[CH:29][CH:28]=1)[CH2:11][C@H:12]2[CH2:25][OH:26]. Procedure: (1R*,2R*,3S*,5S*,6R*)-2-Benzylamino-8-benzyl-3-fluoro-1-phenyl-6-(hydroxymethyl)-8-azabicyclo[3.2.1]octane (Description 38; 486 mg, 1.13 mmol) was dissolved in ethanol (20 mL) and 1,4-cyclohexadiene (2 mL). 10% Palladium on activated charcoal (500 mg) was added and the suspension was heated at reflux for 24 hours. After cooling and filtration, the filtrate was concentrated in vacuo to give the title compound as a gum (257 mg, 1.0 mmol). Reactants: Cl.NCC(=O)OCC (ethyl glycinate hydrochloride), Cl.Cl.N[C@@H](CC1=CNC2=CC=CC=C12)C(=O)OCC (ethyl tryptophanate dihydrochloride). Yields the product COC=1C(=CC2=C(C(=NC(C(N2)=O)CC2=CNC3=CC=CC=C23)C2=CC=CC=C2)C1)OC (7,8-dimethoxy-3-(1H-indol-3-ylmethyl)-5-phenyl-1,3-dihydro-2H-1,4-benzodiazepin-2-one). The yield is 10.0%. RXN SMILES: Cl.NC[C:4]([O:6][CH2:7][CH3:8])=O.Cl.Cl.[NH2:11][C@H:12]([C:23]([O:25]CC)=O)[CH2:13][C:14]1[C:22]2[C:17](=[CH:18][CH:19]=[CH:20][CH:21]=2)[NH:16][CH:15]=1>>[CH3:4][O:6][C:7]1[C:7]([O:6][CH3:4])=[CH:8][C:12]2[NH:11][C:23](=[O:25])[CH:12]([CH2:13][C:14]3[C:22]4[C:17](=[CH:18][CH:19]=[CH:20][CH:21]=4)[NH:16][CH:15]=3)[N:11]=[C:14]([C:22]3[CH:17]=[CH:18][CH:19]=[CH:20][CH:21]=3)[C:13]=2[CH:8]=1 |f:0.1,2.3.4|. Procedure details: By replacing ethyl glycinate hydrochloride in example XXIIaa by ethyl tryptophanate dihydrochloride and proceeding in the same manner, the abovenamed product is obtained. Yield: 10%. M: 180–185° C. 1H-NMR (DMSO, 200 MHz): d 3.44–3.57 (m, 5H, 1CH2+OCH3), 3.83 (s, 3H, OCH3), 4.35–4.41 (m, 1H, CH), 6.64 (s, 1H Ar), 6.80 (s, 1H Ar), 6.97–7.07 (m, 2H Ar), 7.21–7.63 (m, 7H Ar), 10.37 (s, 1H, NH), 10.83 (s, 1H, NH Indole). Mass: (M+H)+=426.19. The reactants are C(C)N(C(C=C)=O)CC1=CC=NC=C1 (N-ethyl-N-(4-pyridinylmethyl)-2-propenamide), CC(C)(C)C1=C(C(=CC(=C1)S)C(C)(C)C)O (2,6-bis(1,1-dimethyl-ethyl)-4-mercaptophenol). The solvent is C(C)N(CC)CC (triethylamine). Product: CC(C)(C)C=1C=C(C=C(C1O)C(C)(C)C)SCCC(=O)N(CC1=CC=NC=C1)CC (3-[[3,5-bis(1,1-dimethylethyl)-4-hydroxyphenyl]thio]-N-ethyl-N-(4-pyridinylmethyl)propanamide), product. RXN SMILES: [CH2:1]([N:3]([CH2:8][C:9]1[CH:14]=[CH:13][N:12]=[CH:11][CH:10]=1)[C:4](=[O:7])[CH:5]=[CH2:6])[CH3:2].[CH3:15][C:16]([C:19]1[CH:24]=[C:23]([SH:25])[CH:22]=[C:21]([C:26]([CH3:29])([CH3:28])[CH3:27])[C:20]=1[OH:30])([CH3:18])[CH3:17]>C(N(CC)CC)C>[CH3:29][C:26]([C:21]1[CH:22]=[C:23]([S:25][CH2:6][CH2:5][C:4]([N:3]([CH2:1][CH3:2])[CH2:8][C:9]2[CH:10]=[CH:11][N:12]=[CH:13][CH:14]=2)=[O:7])[CH:24]=[C:19]([C:16]([CH3:18])([CH3:17])[CH3:15])[C:20]=1[OH:30])([CH3:27])[CH3:28]. Reported procedure: The title compound was prepared according to the method of Example 4 from N-ethyl-N-(4-pyridinylmethyl)-2-propenamide (1.5 g, 0.00788 mole,), 2,6-bis(1,1-dimethyl-ethyl)-4-mercaptophenol (2.06 g, 0.00867 mole,) and triethylamine (1 ml) to provide 3.0 g of product, m.p. ca. 121°-123° C. Starting materials: COC(=O)C=1SC(=CC1O)C(F)(F)F (3-hydroxy-5-trifluoromethyl-thiophene-2-carboxylic acid methyl ester), C(C)I (ethyl iodide). Run in CN(C)C=O (DMF), C([O-])([O-])=O.[Cs+].[Cs+] (cesium carbonate). Yields the product COC(=O)C=1SC(=CC1OCC)C(F)(F)F (3-Ethoxy-5-trifluoromethyl-thiophene-2-carboxylic acid methyl ester). RXN SMILES: [CH3:1][O:2][C:3]([C:5]1[S:6][C:7]([C:11]([F:14])([F:13])[F:12])=[CH:8][C:9]=1[OH:10])=[O:4].[CH2:15](I)[CH3:16]>C(=O)([O-])[O-].[Cs+].[Cs+].CN(C=O)C>[CH3:1][O:2][C:3]([C:5]1[S:6][C:7]([C:11]([F:14])([F:12])[F:13])=[CH:8][C:9]=1[O:10][CH2:15][CH3:16])=[O:4] |f:2.3.4|. Procedure: 3-Ethoxy-5-trifluoromethyl-thiophene-2-carboxylic acid methyl ester (mp.: 93.6° C.) was prepared from the known 3-hydroxy-5-trifluoromethyl-thiophene-2-carboxylic acid methyl ester (Synthesis 2000, No. 8, 1078-1080) by alkylation with ethyl iodide in the presence of cesium carbonate in DMF as solvent.